The task is: describe an organic reaction: reactants, conditions, products, and yield. This data is from the Open Reaction Database (ORD), a public repository of structured organic reaction records. Reactants: Oc1cccnc1Br, CI, CS(C)=O, [K+], [OH-], O. Yields the product COc1cccnc1Br. RXN SMILES: [Br:1][c:2]1[n:3][cH:4][cH:5][cH:6][c:7]1[OH:8].[CH3:11][I:12].[CH3:14][S:15]([CH3:16])=[O:17].[K+:10].[OH-:9].[OH2:13]>>[Br:1][c:2]1[n:3][cH:4][cH:5][cH:6][c:7]1[O:8][CH3:11]. The reactants are C(C)(C)(C)OC(=O)N1CCC(CC1)C(C=O)Br (1-(t-butoxycarbonyl)-4-(1-bromo-2-oxoethyl)piperidine), NC1=NC=CC=C1 (2-aminopyridine). Run in C(C)O (ethanol). Yields the product C(C)(C)(C)OC(=O)N1CCC(CC1)C1=CN=C2N1C=CC=C2 (1-(t-Butoxycarbonyl)-4-(imidazo[1,2-a]pyridin-3-yl)piperidine). Yield: 35.4%. RXN SMILES: [C:1]([O:5][C:6]([N:8]1[CH2:13][CH2:12][CH:11]([CH:14](Br)[CH:15]=O)[CH2:10][CH2:9]1)=[O:7])([CH3:4])([CH3:3])[CH3:2].[NH2:18][C:19]1[CH:24]=[CH:23][CH:22]=[CH:21][N:20]=1>C(O)C>[C:1]([O:5][C:6]([N:8]1[CH2:13][CH2:12][CH:11]([C:14]2[N:20]3[CH:21]=[CH:22][CH:23]=[CH:24][C:19]3=[N:18][CH:15]=2)[CH2:10][CH2:9]1)=[O:7])([CH3:4])([CH3:3])[CH3:2]. Procedure details: To a solution of 1.15 g of 1-(t-butoxycarbonyl)-4-(1-bromo-2-oxoethyl)piperidine (from Procedure 23, Step C) in 15 mL ethanol was added 388 mg of 2-aminopyridine. After refluxing for 18 h, the solvent was evaporated. The mixture was partitioned between ethyl acetate and saturated sodium bicarbonate solution. Aqueous layer was extracted with ethyl acetate (3×). The combined organic phase was washed with brine, dried over magnesium sulfate and concentrated. The residue was purified by flash chroma...